Dataset: the Open Reaction Database (ORD), a public repository of structured organic reaction records. Task: describe an organic reaction: reactants, conditions, products, and yield Reactants: Clc1ccc(Br)nc1, O=C(OC[Zn+])c1ccccc1, C1CCOC1, [I-], c1ccc(P(c2ccccc2)(c2ccccc2)[Pd](P(c2ccccc2)(c2ccccc2)c2ccccc2)(P(c2ccccc2)(c2ccccc2)c2ccccc2)P(c2ccccc2)(c2ccccc2)c2ccccc2)cc1. Yields the product O=C(OCc1ccc(Cl)cn1)c1ccccc1. Reaction SMILES: [Br:13][c:14]1[n:15][cH:16][c:17]([Cl:20])[cH:18][cH:19]1.[C:2]([c:3]1[cH:4][cH:5][cH:6][cH:7][cH:8]1)(=[O:9])[O:10][CH2:11][Zn+:12].[CH2:21]1[O:22][CH2:23][CH2:24][CH2:25]1.[I-:1].[cH:26]1[cH:27][cH:28][c:29]([P:30]([Pd:31]([P:32]([c:33]2[cH:34][cH:35][cH:36][cH:37][cH:38]2)([c:39]2[cH:40][cH:41][cH:42][cH:43][cH:44]2)[c:45]2[cH:46][cH:47][cH:48][cH:49][cH:50]2)([P:51]([c:52]2[cH:53][cH:54][cH:55][cH:56][cH:57]2)([c:58]2[cH:59][cH:60][cH:61][cH:62][cH:63]2)[c:64]2[cH:65][cH:66][cH:67][cH:68][cH:69]2)[P:70]([c:71]2[cH:72][cH:73][cH:74][cH:75][cH:76]2)([c:77]2[cH:78][cH:79][cH:80][cH:81][cH:82]2)[c:83]2[cH:84][cH:85][cH:86][cH:87][cH:88]2)([c:89]2[cH:90][cH:91][cH:92][cH:93][cH:94]2)[c:95]2[cH:96][cH:97][cH:98][cH:99][cH:100]2)[cH:101][cH:102]1>>[C:2]([c:3]1[cH:4][cH:5][cH:6][cH:7][cH:8]1)(=[O:9])[O:10][CH2:11][c:14]1[n:15][cH:16][c:17]([Cl:20])[cH:18][cH:19]1. Reactants: C#Cc1ccc(C=C)cc1, CCOC(=O)C=CI. Yields the product C=Cc1ccc(C#CC=CC(=O)OCC)cc1. Reaction SMILES: [C:1](#[CH:2])[c:3]1[cH:4][cH:5][c:6]([CH:9]=[CH2:10])[cH:7][cH:8]1.[CH2:11]([CH3:12])[O:13][C:14]([CH:15]=[CH:16][I:17])=[O:18]>>[C:1](#[C:2][CH:16]=[CH:15][C:14]([O:13][CH2:11][CH3:12])=[O:18])[c:3]1[cH:4][cH:5][c:6]([CH:9]=[CH2:10])[cH:7][cH:8]1. Starting materials: CN=C=O (methyl isocyanate), ClC1=C(C(=CC=C1)OC)C1C(NC(O1)=O)=O (5-(2-Chloro-6-methoxyphenyl)oxazolidin-2,4-dione). The reagents and catalysts are C(C)N(CC)CC (Triethylamine). Run in ClCCCl (1,2-dichloroethane). Conditions: time 3 hour. Yields the product ClC1=C(C(=CC=C1)OC)C1C(N(C(O1)=O)C(NC)=O)=O (5-(2-Chloro-6-methoxyphenyl)-3-methylcarbamoyloxazolidin-2,4-dione). RXN SMILES: [Cl:1][C:2]1[CH:7]=[CH:6][CH:5]=[C:4]([O:8][CH3:9])[C:3]=1[CH:10]1[O:14][C:13](=[O:15])[NH:12][C:11]1=[O:16].[CH3:17][N:18]=[C:19]=[O:20]>C(N(CC)CC)C.ClCCCl>[Cl:1][C:2]1[CH:7]=[CH:6][CH:5]=[C:4]([O:8][CH3:9])[C:3]=1[CH:10]1[O:14][C:13](=[O:15])[N:12]([C:19](=[O:20])[NH:18][CH3:17])[C:11]1=[O:16]. Reported procedure: 5-(2-Chloro-6-methoxyphenyl)oxazolidin-2,4-dione (1.21 g., 5 mmoles) was suspended in 25 ml. of 1,2-dichloroethane. Triethylamine (1 drop) and then methyl isocyanate (285 mg., 0.29 ml., 5 mmoles) were added and the mixture stirred for 3 hours at room temperature, by which time solution had resulted. The reaction mixture was diluted with 50 ml. of 1,2-dichloroethane, washed with two portions of saturated sodium bicarbonate and then with brine, dried over anhydrous magnesium sulfate, filtered and ... Reactants: CCOC(C)=O, CCOC(=O)C(CCCCCN1C(=O)c2ccccc2C1=O)NC1COc2ccccc2N(CC(=O)OC(C)(C)C)C1=O, Cl. The product is CCOC(=O)C(CCCCCN1C(=O)c2ccccc2C1=O)NC1COc2ccccc2N(CC(=O)O)C1=O, Cl. As a reaction SMILES: [C:1]([O:2][CH2:3][CH3:4])(=[O:5])[CH3:6].[CH2:8]([CH3:9])[O:10][C:11](=[O:12])[CH:13]([CH2:14][CH2:15][CH2:16][CH2:17][CH2:18][N:19]1[C:20](=[O:29])[c:21]2[c:22]([cH:25][cH:26][cH:27][cH:28]2)[C:23]1=[O:24])[NH:30][CH:31]1[CH2:32][O:33][c:34]2[c:35]([cH:47][cH:48][cH:49][cH:50]2)[N:36]([CH2:39][C:40](=[O:41])[O:42][C:43]([CH3:44])([CH3:45])[CH3:46])[C:37]1=[O:38].[ClH:7]>>[CH2:8]([CH3:9])[O:10][C:11](=[O:12])[CH:13]([CH2:14][CH2:15][CH2:16][CH2:17][CH2:18][N:19]1[C:20](=[O:29])[c:21]2[c:22]([cH:25][cH:26][cH:27][cH:28]2)[C:23]1=[O:24])[NH:30][CH:31]1[CH2:32][O:33][c:34]2[c:35]([cH:47][cH:48][cH:49][cH:50]2)[N:36]([CH2:39][C:40](=[O:41])[OH:42])[C:37]1=[O:38].[ClH:7].